Dataset: the Open Reaction Database (ORD), a public repository of structured organic reaction records. Task: describe an organic reaction: reactants, conditions, products, and yield Reactants: C(C)(C)(C)OC(=O)NCCN1C=C2N(C(N(C(C2=C1B(O)O)=O)C)=O)C ((6-(2-((tert-Butoxycarbonyl)amino)ethyl)-1,3-dimethyl-2,4-dioxo-2,3,4,6-tetrahydro-1H-pyrrolo[3,4-d]pyrimidin-5-yl)boronic acid), N#N (N2), BrC1=CC(=CC=C1)Cl (1-bromo-3-chlorobenzene), Pd-118, C([O-])([O-])=O.[K+].[K+] (potassium carbonate), BrC1=CC(=CC=C1)Cl (1-bromo-3-chlorobenzene). Run in O (water), CCOC(=O)C (EtOAc), O (water), C(CCC)OC(C)=O (n-butylacetate), O (water). Conditions: temperature 80 celsius. Yields the product C(C)(C)(C)OC(NCCN1C=C2N(C(N(C(C2=C1C1=CC(=CC=C1)Cl)=O)C)=O)C)=O ({2-[5-(3-Chloro-phenyl)-1,3-dimethyl-2,4-dioxo-1,2,3,4-tetrahydro-pyrrolo[3,4-d]pyrimidin-6-yl]-ethyl}-carbamic acid tert-butyl ester). As a reaction SMILES: [C:1]([O:5][C:6]([NH:8][CH2:9][CH2:10][N:11]1[C:19](B(O)O)=[C:18]2[C:13]([N:14]([CH3:26])[C:15](=[O:25])[N:16]([CH3:24])[C:17]2=[O:23])=[CH:12]1)=[O:7])([CH3:4])([CH3:3])[CH3:2].C(=O)([O-])[O-].[K+].[K+].N#N.Br[C:36]1[CH:41]=[CH:40][CH:39]=[C:38]([Cl:42])[CH:37]=1>C(OC(=O)C)CCC.O.CCOC(C)=O>[C:1]([O:5][C:6](=[O:7])[NH:8][CH2:9][CH2:10][N:11]1[C:19]([C:36]2[CH:41]=[CH:40][CH:39]=[C:38]([Cl:42])[CH:37]=2)=[C:18]2[C:13]([N:14]([CH3:26])[C:15](=[O:25])[N:16]([CH3:24])[C:17]2=[O:23])=[CH:12]1)([CH3:4])([CH3:3])[CH3:2] |f:1.2.3|. Procedure details: (6-(2-((tert-Butoxycarbonyl)amino)ethyl)-1,3-dimethyl-2,4-dioxo-2,3,4,6-tetrahydro-1H-pyrrolo[3,4-d]pyrimidin-5-yl)boronic acid (step 4) (631 mg, 1.724 mmol), Pd-118 (commercial, CAS 95408-45-0) (51.1 mg, 0.078 mmol, 5 mol %) and potassium carbonate (433 mg, 3.13 mmol) were suspended in n-butylacetate (11.2 mL). The vessel was evacuated and back filled with N2 (×4). Under a stream of N2 was charged 1-bromo-3-chlorobenzene (commercial) (0.184 mL, 1.567 mmol) and water (0.056 mL, 3.13 mmol). The v... Reactants: C(C)ON.Cl (EtONH2.HCl), O (water), C(C)(=O)OCC (ethyl acetate), BrC=1N=C2C(=CC(NC2=CC1)=O)O (6-bromo-4-hydroxy-1H-1,5-naphthyridin-2-one). The solvent is N1=CC=CC=C1 (pyridine). Reaction conditions: time 17 hour. Product: BrC=1N=C2C(=CC(NC2=CC1)=O)NOCC (6-bromo-4-(ethoxyamino)-1H-1,5-naphthyridin-2-one). Reaction SMILES: [CH2:1]([O:3][NH2:4])[CH3:2].Cl.[Br:6][C:7]1[N:8]=[C:9]2[C:14](=[CH:15][CH:16]=1)[NH:13][C:12](=[O:17])[CH:11]=[C:10]2O.O.C(OCC)(=O)C>N1C=CC=CC=1>[Br:6][C:7]1[N:8]=[C:9]2[C:14](=[CH:15][CH:16]=1)[NH:13][C:12](=[O:17])[CH:11]=[C:10]2[NH:4][O:3][CH2:1][CH3:2] |f:0.1|. Procedure details: To a suspension of EtONH2.HCl (1.05 g, 10.8 mmol) in pyridine (5 ml) was added 6-bromo-4-hydroxy-1H-1,5-naphthyridin-2-one (324 mg, 1.34 mmol) and stirring was continued for 17 h at 100° C. The mixture was allowed to cool to ambient temperature then water and ethyl acetate were added followed by separation of phases. The aqueous phase was extracted with ethyl acetate and the combined organic phases were dried over Na2SO4, filtered and concentrated in vacuo. Purification by flash chromatography e... Starting materials: CC1(OCCC2=C1NC1=CC=CC=C21)C(C)NC(C)=O (N-[1-(1,3,4,9-tetrahydro-1-methylpyrano[3,4-b]indol-1-yl)ethyl]-acetamide). The solvent is P(=O)(Cl)(Cl)Cl (phosphorus oxychloride). Product: CC1=NC(C2(OCCC=3C4=CC=CC=C4N1C23)C)C (3,3a,5,6-Tetrahydro-1,3,3a-trimethyl-4-oxa-2,10b-diazafluoranthene). As a reaction SMILES: [CH3:1][C:2]1([CH:15]([NH:17][C:18](=O)[CH3:19])[CH3:16])[C:7]2[NH:8][C:9]3[C:14]([C:6]=2[CH2:5][CH2:4][O:3]1)=[CH:13][CH:12]=[CH:11][CH:10]=3>P(Cl)(Cl)(Cl)=O>[CH3:19][C:18]1[N:8]2[C:7]3[C:2]([CH3:1])([O:3][CH2:4][CH2:5][C:6]=3[C:14]3[C:9]2=[CH:10][CH:11]=[CH:12][CH:13]=3)[CH:15]([CH3:16])[N:17]=1. Procedure: A mixture of N-[1-(1,3,4,9-tetrahydro-1-methylpyrano[3,4-b]indol-1-yl)ethyl]-acetamide (2.0 g, described in Example 2) and phosphorus oxychloride (10 ml) is heated at 100°-110° C. for 3 hours and evaporated. The residue is partioned between chloroform and 10% sodium carbonate. The organic layer is collected, washed with water, saturated brine solution and dried over magnesium sulfate. The residue is chromatographed on silica gel using chloroform. The eluates are evaporated to give a less polar i... Starting materials: COc1ccc(CN2Cc3c(C(N)=O)ncn3-c3ccc(Cl)cc3C2=O)c(OC)c1, C1COCCO1, O=P(Cl)(Cl)Cl. The product is COc1ccc(CN2Cc3c(C#N)ncn3-c3ccc(Cl)cc3C2=O)c(OC)c1. Reaction SMILES: [Cl:1][c:2]1[cH:3][c:4]2[c:5]([cH:29][cH:30]1)-[n:6]1[cH:7][n:8][c:9]([C:26](=[O:27])[NH2:28])[c:10]1[CH2:11][N:12]([CH2:15][c:16]1[c:17]([O:24][CH3:25])[cH:18][c:19]([O:22][CH3:23])[cH:20][cH:21]1)[C:13]2=[O:14].[O:36]1[CH2:37][CH2:38][O:39][CH2:40][CH2:41]1.[P:31]([Cl:32])([Cl:33])([Cl:34])=[O:35]>>[Cl:1][c:2]1[cH:3][c:4]2[c:5]([cH:29][cH:30]1)-[n:6]1[cH:7][n:8][c:9]([C:26]#[N:28])[c:10]1[CH2:11][N:12]([CH2:15][c:16]1[c:17]([O:24][CH3:25])[cH:18][c:19]([O:22][CH3:23])[cH:20][cH:21]1)[C:13]2=[O:14]. The reactants are O (water), O (water), BrC=1C=C(C(=O)N)C=CC1 (3-bromobenzamide), FC=1C=C(C=CC1C=O)B(O)O (3-fluoro-4-formyl-phenyl boronic acid), C(=O)([O-])[O-].[K+].[K+] (K2CO3). The reagents and catalysts are [Br-].C(CCC)[N+](CCCC)(CCCC)CCCC (tetra-n-butyl ammonium bromide), CC(=O)[O-].CC(=O)[O-].[Pd+2] (Pd(OAc)2). The solvent is CCOCC (Et2O). Reaction conditions: temperature 80 celsius, time 2.5 hour. The product is FC=1C=C(C=CC1C=O)C1=CC(=CC=C1)C(=O)N (3′-fluoro-4′-formyl-3-biphenylcarboxamide). Reaction SMILES: Br[C:2]1[CH:3]=[C:4]([CH:8]=[CH:9][CH:10]=1)[C:5]([NH2:7])=[O:6].[F:11][C:12]1[CH:13]=[C:14](B(O)O)[CH:15]=[CH:16][C:17]=1[CH:18]=[O:19].C([O-])([O-])=O.[K+].[K+].O>[Br-].C([N+](CCCC)(CCCC)CCCC)CCC.CC([O-])=O.CC([O-])=O.[Pd+2].CCOCC>[F:11][C:12]1[CH:13]=[C:14]([C:2]2[CH:10]=[CH:9][CH:8]=[C:4]([C:5]([NH2:7])=[O:6])[CH:3]=2)[CH:15]=[CH:16][C:17]=1[CH:18]=[O:19] |f:2.3.4,6.7,8.9.10|. Procedure details: A 10 mL conical vial equipped with magnetic spin vane was charged with 3-bromobenzamide (0.200 g; 1.00 mmol; Ex IV-6), 3-fluoro-4-formyl-phenyl boronic acid (0.185 g; 1.1 mmol), tetra-n-butyl ammonium bromide (0.323 g; 1.0 mmol), Pd(OAc)2 (0.0011 g; 0.005 mmol), K2CO3 (0.345 g; 2.5 mmol) and sealed with a septum. The vial was evacuated/backfilled with nitrogen (×3), water was added via syringe and the mixture was stirred at 80° C. for 2.5 h. Upon cooling, the mixture was poured into water, layer... Reactants: Cc1ccccc1S(N)(=O)=O, CCN=C=NCCCN(C)C, CO, CN(C)c1ccncc1, ClCCl, Cl, O=C(O)c1ccc2c(c1)CCN2Cc1cccc([N+](=O)[O-])c1. The product is Cc1ccccc1S(=O)(=O)NC(=O)c1ccc2c(c1)CCN2Cc1cccc([N+](=O)[O-])c1. RXN SMILES: [CH3:23][c:24]1[c:25]([S:30](=[O:31])(=[O:32])[NH2:33])[cH:26][cH:27][cH:28][cH:29]1.[CH3:35][N:36]([CH3:37])[CH2:38][CH2:39][CH2:40][N:41]=[C:42]=[N:43][CH2:44][CH3:45].[CH3:46][OH:47].[CH3:48][N:49]([CH3:50])[c:51]1[cH:52][cH:53][n:54][cH:55][cH:56]1.[Cl:57][CH2:58][Cl:59].[ClH:34].[N+:1](=[O:2])([O-:3])[c:4]1[cH:5][c:6]([CH2:7][N:8]2[CH2:9][CH2:10][c:11]3[cH:12][c:13]([C:17](=[O:18])[OH:19])[cH:14][cH:15][c:16]32)[cH:20][cH:21][cH:22]1>>[N+:1](=[O:2])([O-:3])[c:4]1[cH:5][c:6]([CH2:7][N:8]2[CH2:9][CH2:10][c:11]3[cH:12][c:13]([C:17](=[O:18])[NH:33][S:30]([c:25]4[c:24]([CH3:23])[cH:29][cH:28][cH:27][cH:26]4)(=[O:31])=[O:32])[cH:14][cH:15][c:16]32)[cH:20][cH:21][cH:22]1. Starting materials: CCOC(=O)c1nn(C(C)(C)C)c(NC(=O)c2ccccc2Cl)c1C, O=C(O)c1cc(NC(=O)c2ccccc2Cl)[nH]n1. Product: Cc1c(C(=O)O)nn(C(C)(C)C)c1NC(=O)c1ccccc1Cl. Reaction SMILES: [CH2:19]([CH3:20])[O:21][C:22](=[O:23])[c:24]1[n:25][n:26]([C:40]([CH3:41])([CH3:42])[CH3:43])[c:27]([NH:30][C:31]([c:32]2[c:33]([Cl:38])[cH:34][cH:35][cH:36][cH:37]2)=[O:39])[c:28]1[CH3:29].[Cl:1][c:2]1[cH:3][cH:4][cH:5][cH:6][c:7]1[C:8]([NH:9][c:10]1[nH:11][n:12][c:13]([C:14]([OH:15])=[O:16])[cH:17]1)=[O:18]>>[O:21]=[C:22]([OH:23])[c:24]1[n:25][n:26]([C:40]([CH3:41])([CH3:42])[CH3:43])[c:27]([NH:30][C:31]([c:32]2[c:33]([Cl:38])[cH:34][cH:35][cH:36][cH:37]2)=[O:39])[c:28]1[CH3:29]. The reactants are N1(CCCCC1)CC1=CC(=NC=C1)OC\C=C/CNC(CCl)=O (N-[4-(4-piperidinomethyl-2-pyridyloxy) -cis-2-butenyl]-2-chloroacetamide), SCC(C)O (1-mercapto-2-propanol). Product: N1(CCCCC1)CC1=CC(=NC=C1)OC\C=C/CNC(CSCC(C)O)=O (N-[4-(4-Piperidinomethyl-2-pyridyloxy)-cis-2-butenyl]-2-(2-hydroxypropylthio)acetamide). Isolated yield 89.0%. As a reaction SMILES: [N:1]1([CH2:7][C:8]2[CH:13]=[CH:12][N:11]=[C:10]([O:14][CH2:15]/[CH:16]=[CH:17]\[CH2:18][NH:19][C:20](=[O:23])[CH2:21]Cl)[CH:9]=2)[CH2:6][CH2:5][CH2:4][CH2:3][CH2:2]1.[SH:24][CH2:25][CH:26]([OH:28])[CH3:27]>>[N:1]1([CH2:7][C:8]2[CH:13]=[CH:12][N:11]=[C:10]([O:14][CH2:15]/[CH:16]=[CH:17]\[CH2:18][NH:19][C:20](=[O:23])[CH2:21][S:24][CH2:25][CH:26]([OH:28])[CH3:27])[CH:9]=2)[CH2:6][CH2:5][CH2:4][CH2:3][CH2:2]1. Procedure details: Following a procedure similar to that described in Example 1, but using N-[4-(4-piperidinomethyl-2-pyridyloxy) -cis-2-butenyl]-2-chloroacetamide (prepared as described in Preparation 1) and 1-mercapto-2-propanol as starting materials, in relative proportions similar to those used in that Example, the title compound was obtained in an 89% yield. Reactants: [BH4-], C1COCCO1, CO, CC(C)Oc1cc(C=O)c(F)cc1Cl, Cl, [Na+], O. Product: CC(C)Oc1cc(CO)c(F)cc1Cl. RXN SMILES: [BH4-:15].[CH2:19]1[O:20][CH2:21][CH2:22][O:23][CH2:24]1.[CH3:25][OH:26].[Cl:1][c:2]1[cH:3][c:4]([F:14])[c:5]([CH:6]=[O:7])[cH:8][c:9]1[O:10][CH:11]([CH3:12])[CH3:13].[ClH:17].[Na+:16].[OH2:18]>>[Cl:1][c:2]1[cH:3][c:4]([F:14])[c:5]([CH2:6][OH:7])[cH:8][c:9]1[O:10][CH:11]([CH3:12])[CH3:13]. The reactants are N#Cc1ccc(B(O)O)cc1, O=C([O-])[O-], CCNC1(C(N)=O)CN(c2nc(C)nc3c(I)c(-c4ccccc4Cl)nn23)C1, [Na+], [Na+], C1COCCO1, c1ccc(P(c2ccccc2)(c2ccccc2)[Pd](P(c2ccccc2)(c2ccccc2)c2ccccc2)(P(c2ccccc2)(c2ccccc2)c2ccccc2)P(c2ccccc2)(c2ccccc2)c2ccccc2)cc1. The product is CCNC1(C(N)=O)CN(c2nc(C)nc3c(-c4ccc(C#N)cc4)c(-c4ccccc4Cl)nn23)C1. RXN SMILES: [C:29](#[N:30])[c:31]1[cH:32][cH:33][c:34]([B:37]([OH:38])[OH:39])[cH:35][cH:36]1.[C:46](=[O:47])([O-:48])[O-:49].[Cl:1][c:2]1[c:3](-[c:8]2[n:9][n:10]3[c:11]([n:12][c:13]([CH3:26])[n:14][c:15]3[N:16]3[CH2:17][C:18]([C:20](=[O:21])[NH2:22])([NH:23][CH2:24][CH3:25])[CH2:19]3)[c:27]2[I:28])[cH:4][cH:5][cH:6][cH:7]1.[Na+:50].[Na+:51].[O:40]1[CH2:41][CH2:42][O:43][CH2:44][CH2:45]1.[cH:52]1[cH:53][cH:54][c:55]([P:56]([Pd:57]([P:58]([c:59]2[cH:60][cH:61][cH:62][cH:63][cH:64]2)([c:65]2[cH:66][cH:67][cH:68][cH:69][cH:70]2)[c:71]2[cH:72][cH:73][cH:74][cH:75][cH:76]2)([P:77]([c:78]2[cH:79][cH:80][cH:81][cH:82][cH:83]2)([c:84]2[cH:85][cH:86][cH:87][cH:88][cH:89]2)[c:90]2[cH:91][cH:92][cH:93][cH:94][cH:95]2)[P:96]([c:97]2[cH:98][cH:99][cH:100][cH:101][cH:102]2)([c:103]2[cH:104][cH:105][cH:106][cH:107][cH:108]2)[c:109]2[cH:110][cH:111][cH:112][cH:113][cH:114]2)([c:115]2[cH:116][cH:117][cH:118][cH:119][cH:120]2)[c:121]2[cH:122][cH:123][cH:124][cH:125][cH:126]2)[cH:127][cH:128]1>>[Cl:1][c:2]1[c:3](-[c:8]2[n:9][n:10]3[c:11]([n:12][c:13]([CH3:26])[n:14][c:15]3[N:16]3[CH2:17][C:18]([C:20](=[O:21])[NH2:22])([NH:23][CH2:24][CH3:25])[CH2:19]3)[c:27]2-[c:34]2[cH:33][cH:32][c:31]([C:29]#[N:30])[cH:36][cH:35]2)[cH:4][cH:5][cH:6][cH:7]1.